This data is from the Open Reaction Database (ORD), a public repository of structured organic reaction records. The task is: describe an organic reaction: reactants, conditions, products, and yield Starting materials: N#CCBr, O=C(O)C(CCc1ccccc1)NC1CCc2ccccc2NC1=O, CN(C)C=O, [H-], [Na+]. Product: N#CCN1C(=O)C(NC(CCc2ccccc2)C(=O)O)CCc2ccccc21. As a reaction SMILES: [Br:26][CH2:27][C:28]#[N:29].[C:1](=[O:2])([OH:3])[CH:4]([CH2:5][CH2:6][c:7]1[cH:8][cH:9][cH:10][cH:11][cH:12]1)[NH:13][CH:14]1[C:15](=[O:25])[NH:16][c:17]2[c:18]([cH:21][cH:22][cH:23][cH:24]2)[CH2:19][CH2:20]1.[CH3:32][N:33]([CH3:34])[CH:35]=[O:36].[H-:30].[Na+:31]>>[C:1](=[O:2])([OH:3])[CH:4]([CH2:5][CH2:6][c:7]1[cH:8][cH:9][cH:10][cH:11][cH:12]1)[NH:13][CH:14]1[C:15](=[O:25])[N:16]([CH2:27][C:28]#[N:29])[c:17]2[c:18]([cH:21][cH:22][cH:23][cH:24]2)[CH2:19][CH2:20]1. Reactants: ClCCCBr, CC[N+](CC)(CC)Cc1ccccc1, C=C(C)n1c(=O)[nH]c2cc(C)ccc21, [Cl-], [Na+], [OH-]. Yields the product C=C(C)n1c(=O)n(CCCCl)c2cc(C)ccc21. Reaction SMILES: [Br:17][CH2:18][CH2:19][CH2:20][Cl:21].[CH2:23]([N+:24]([CH2:25][CH3:26])([CH2:27][CH3:28])[CH2:29][c:30]1[cH:31][cH:32][cH:33][cH:34][cH:35]1)[CH3:36].[CH3:1][c:2]1[cH:3][c:4]2[c:5]([n:6]([C:10](=[CH2:11])[CH3:12])[c:7](=[O:9])[nH:8]2)[cH:13][cH:14]1.[Cl-:22].[Na+:16].[OH-:15]>>[CH3:1][c:2]1[cH:3][c:4]2[c:5]([n:6]([C:10](=[CH2:11])[CH3:12])[c:7](=[O:9])[n:8]2[CH2:18][CH2:19][CH2:20][Cl:21])[cH:13][cH:14]1. The reactants are O=C1C(CSC1)C(=O)OCC (ethyl 4-oxotetrahydrothiophene-3-carboxylate), Cl.C(=N)N (formamidine HCl salt), CC[O-].[Na+] (NaOEt). Run in C(C)O (ethanol), C(C)O (ethanol). Conditions: time 1 hour. Yields the product N1=CN=C(C2=C1CSC2)O (5,7-dihydrothieno[3,4-d]pyrimidin-4-ol). Yield: 35.2%. Reaction SMILES: Cl.[CH:2]([NH2:4])=[NH:3].CC[O-].[Na+].O=[C:10]1[CH2:14][S:13][CH2:12][CH:11]1[C:15](OCC)=[O:16]>C(O)C>[N:3]1[C:10]2[CH2:14][S:13][CH2:12][C:11]=2[C:15]([OH:16])=[N:4][CH:2]=1 |f:0.1,2.3|. Reported procedure: To a solution of formamidine HCl salt (3.70 g, 46.0 mmol) in ethanol (200 mL) was added NaOEt in ethanol (21% wt, 17.2 mL, 46.0 mmol). The mixture was stirred at room temperature for 1 hour. The ethyl 4-oxotetrahydrothiophene-3-carboxylate (8.0 g, 46.0 mmol) was added. The mixture was stirred at room temperature for 4 hours and then refluxed overnight. After cooling, the solvent was removed and the residue was washed with a small amount of water and CH2Cl2 to afford 5,7-dihydrothieno[3,4-d]pyrim... Starting materials: [H-].[Na+] (NaH), CC1(O[C@H]2[C@@H](O1)[C@@H](C[C@@H]2O)NC(C2=CC=CC=C2)(C2=CC=CC=C2)C2=CC=CC=C2)C ((3aR,4S,6R,6aS)-2,2-dimethyl-6-(tritylamino)tetrahydro-3aH-cyclopenta[d][1,3]dioxol-4-ol), CC1=CC=C(C=C1)S(=O)(=O)OCCOCC1=CC=CC=C1 (2-(benzyloxy)ethyl 4-methylbenzenesulfonate). The solvent is CN(C)C=O (DMF). Run at temperature 0 celsius, time 30 minute. Product: C(C1=CC=CC=C1)OCCO[C@H]1C[C@H]([C@H]2[C@@H]1OC(O2)(C)C)NC(C2=CC=CC=C2)(C2=CC=CC=C2)C2=CC=CC=C2 ((3aS,4R,6S,6aR)-6-(2-(benzyloxy)ethoxy)-2,2-dimethyl-N-trityltetrahydro-3aH-cyclopenta[d][1,3]dioxol-4-amine). As a reaction SMILES: [CH3:1][C:2]1([CH3:31])[O:6][C@H:5]2[C@H:7]([NH:11][C:12]([C:25]3[CH:30]=[CH:29][CH:28]=[CH:27][CH:26]=3)([C:19]3[CH:24]=[CH:23][CH:22]=[CH:21][CH:20]=3)[C:13]3[CH:18]=[CH:17][CH:16]=[CH:15][CH:14]=3)[CH2:8][C@H:9]([OH:10])[C@H:4]2[O:3]1.[H-].[Na+].CC1C=CC(S(O[CH2:45][CH2:46][O:47][CH2:48][C:49]2[CH:54]=[CH:53][CH:52]=[CH:51][CH:50]=2)(=O)=O)=CC=1>CN(C=O)C>[CH2:48]([O:47][CH2:46][CH2:45][O:10][C@@H:9]1[C@H:4]2[O:3][C:2]([CH3:31])([CH3:1])[O:6][C@H:5]2[C@H:7]([NH:11][C:12]([C:13]2[CH:18]=[CH:17][CH:16]=[CH:15][CH:14]=2)([C:25]2[CH:30]=[CH:29][CH:28]=[CH:27][CH:26]=2)[C:19]2[CH:20]=[CH:21][CH:22]=[CH:23][CH:24]=2)[CH2:8]1)[C:49]1[CH:54]=[CH:53][CH:52]=[CH:51][CH:50]=1 |f:1.2|. Reported procedure: A solution of (10 g, 24.0 mmol) (3aR,4S,6R,6aS)-2,2-dimethyl-6-(tritylamino)tetrahydro-3aH-cyclopenta[d][1,3]dioxol-4-ol in dry DMF (100 mL) under nitrogen atmosphere was cooled at 0° C. followed by addition of NaH (60%, 1.2 g, 29.0 mmol). After stirring for 30 min at 0° C., 2-(benzyloxy)ethyl 4-methylbenzenesulfonate (7.4 g, 24.0 mmol) was added and the reaction mixture was allowed to warm at room temperature. After stirring for 4 hours, the reaction mixture was quenched with water (100 mL). To... The reactants are CC1(C)C2CCC1(CS(=O)(=O)O)C(=O)C2, CC(C)O, CNC(=O)c1cccc(F)c1Nc1nc(Cl)ncc1Cl, CCN1CC(O)(CO)COc2ccc(N)cc21. Product: CCN1CC(O)(CO)COc2ccc(Nc3ncc(Cl)c(Nc4c(F)cccc4C(=O)NC)n3)cc21. As a reaction SMILES: [C:1]12([CH2:2][S:3]([OH:4])(=[O:5])=[O:6])[C:7]([CH3:8])([CH3:9])[CH:10]([CH2:11][CH2:12]1)[CH2:13][C:14]2=[O:15].[CH:53]([OH:54])([CH3:55])[CH3:56].[Cl:16][c:17]1[n:18][cH:19][c:20]([Cl:35])[c:21]([NH:23][c:24]2[c:25]([C:26](=[O:27])[NH:28][CH3:29])[cH:30][cH:31][cH:32][c:33]2[F:34])[n:22]1.[NH2:36][c:37]1[cH:38][cH:39][c:40]2[c:41]([cH:52]1)[N:42]([CH2:50][CH3:51])[CH2:43][C:44]([OH:47])([CH2:48][OH:49])[CH2:45][O:46]2>>[c:17]1([NH:36][c:37]2[cH:38][cH:39][c:40]3[c:41]([cH:52]2)[N:42]([CH2:50][CH3:51])[CH2:43][C:44]([OH:47])([CH2:48][OH:49])[CH2:45][O:46]3)[n:18][cH:19][c:20]([Cl:35])[c:21]([NH:23][c:24]2[c:25]([C:26](=[O:27])[NH:28][CH3:29])[cH:30][cH:31][cH:32][c:33]2[F:34])[n:22]1. Product: Cn1cnc2ccc(I)cc2c1=O. Reaction SMILES: [CH:22]([OH:23])([CH3:24])[CH3:25].[CH:26]([Cl:27])([Cl:28])[Cl:29].[H-:1].[I:15][CH3:16].[I:3][c:4]1[cH:5][c:6]2[c:7](=[O:14])[nH:8][cH:9][n:10][c:11]2[cH:12][cH:13]1.[Na+:2].[O:17]=[CH:18][N:19]([CH3:20])[CH3:21]>>[I:3][c:4]1[cH:5][c:6]2[c:7](=[O:14])[n:8]([CH3:16])[cH:9][n:10][c:11]2[cH:12][cH:13]1. Reactants: CC(C)O, ClC(Cl)Cl, [H-], CI, O=c1[nH]cnc2ccc(I)cc12, [Na+], CN(C)C=O. Starting materials: CC(=O)C=1C=CC(=CC1O)O (2,4-dihydroxyacetophenone), Cl.ON (hydroxyamine hydrochloride), C(C)(=O)[O-].[Na+] (sodium acetate), C(C)O (ethanol). Run in O (water), O (water). Yields the product C/C(=C\1/C=CC(=O)C=C1O)/NO (2,4-dihydroxyacetophenoneoxime). Yield: 93.4%. As a reaction SMILES: [CH3:1][C:2]([C:4]1[CH:5]=[CH:6][C:7]([OH:11])=[CH:8][C:9]=1[OH:10])=O.Cl.[OH:13][NH2:14].C([O-])(=O)C.[Na+].C(O)C>O>[CH3:1]/[C:2](/[NH:14][OH:13])=[C:4]1/[CH:5]=[CH:6][C:7]([CH:8]=[C:9]/1[OH:10])=[O:11] |f:1.2,3.4|. Reported procedure: A mixture of 306 g of 2,4-dihydroxyacetophenone, 164 g of hydroxyamine hydrochloride, 328 g of sodium acetate, 1,000 ml of ethanol and 500 ml of water was refluxed by heating for 4 hours. The reaction solution was poured into 10 l of water to precipitate crystals and these crystals were collected by filtration. 314 g of 2,4-dihydroxyacetophenoneoxime was obtained.